Dataset: the Open Reaction Database (ORD), a public repository of structured organic reaction records. Task: describe an organic reaction: reactants, conditions, products, and yield The reactants are CC1(C(=O)O)CCCN1C(=O)c1ccc(C#N)cc1, [Cl-], CC(C)(C)OC(=O)COC1CCNCC1, O=S(Cl)Cl. The product is CC(C)(C)OC(=O)COC1CCN(C(=O)C2(C)CCCN2C(=O)c2ccc(C#N)cc2)CC1. RXN SMILES: [C:17](#[N:18])[c:19]1[cH:20][cH:21][c:22]([C:23](=[O:24])[N:25]2[C:26]([C:27](=[O:28])[OH:29])([CH3:33])[CH2:30][CH2:31][CH2:32]2)[cH:34][cH:35]1.[Cl-:16].[NH:1]1[CH2:2][CH2:3][CH:4]([O:7][CH2:8][C:9](=[O:10])[O:11][C:12]([CH3:13])([CH3:14])[CH3:15])[CH2:5][CH2:6]1.[S:36]([Cl:37])([Cl:38])=[O:39]>>[N:1]1([C:27]([C:26]2([CH3:33])[N:25]([C:23]([c:22]3[cH:21][cH:20][c:19]([C:17]#[N:18])[cH:35][cH:34]3)=[O:24])[CH2:32][CH2:31][CH2:30]2)=[O:28])[CH2:2][CH2:3][CH:4]([O:7][CH2:8][C:9](=[O:10])[O:11][C:12]([CH3:13])([CH3:14])[CH3:15])[CH2:5][CH2:6]1. The reactants are COC=1C=C(C=CC1NC=2C=3C=CC=CC3N=C4C2C=CC=C4)NS(=O)(=O)C (m-AMSA), O.O=C[C@H](O)[C@@H](O)[C@@H](O)[C@H](O)C(=O)O (D-galacturonic acid monohydrate), 3A. The solvent is C(C)O (ethanol). Conditions: time 16 hour. The product is COC=1C=C(C=CC1NC=2C=3C=CC=CC3N=C4C2C=CC=C4)NS(=O)(=O)C.O=C[C@H](O)[C@@H](O)[C@@H](O)[C@H](O)C(=O)[O-] (m-AMSA D-galacturonate). Isolated yield 66.6%. RXN SMILES: [CH3:1][O:2][C:3]1[CH:4]=[C:5]([NH:24][S:25]([CH3:28])(=[O:27])=[O:26])[CH:6]=[CH:7][C:8]=1[NH:9][C:10]1[C:11]2[CH:12]=[CH:13][CH:14]=[CH:15][C:16]=2[N:17]=[C:18]2[CH:23]=[CH:22][CH:21]=[CH:20][C:19]=12.O.[O:30]=[CH:31][C@@H:32]([C@H:34]([C@H:36]([C@@H:38]([C:40]([OH:42])=[O:41])[OH:39])[OH:37])[OH:35])[OH:33]>C(O)C>[CH3:1][O:2][C:3]1[CH:4]=[C:5]([NH:24][S:25]([CH3:28])(=[O:27])=[O:26])[CH:6]=[CH:7][C:8]=1[NH:9][C:10]1[C:19]2[CH:20]=[CH:21][CH:22]=[CH:23][C:18]=2[N:17]=[C:16]2[CH:15]=[CH:14][CH:13]=[CH:12][C:11]=12.[O:30]=[CH:31][C@@H:32]([C@H:34]([C@H:36]([C@@H:38]([C:40]([O-:42])=[O:41])[OH:39])[OH:37])[OH:35])[OH:33] |f:1.2,4.5|. Reported procedure: A solution of 3.93 gm of m-AMSA and 2.12 gm of D-galacturonic acid monohydrate in 325 ml of specially denatured 3A anhydrous ethanol at 70°-80° C. is filtered with suction. The filtrate is stirred and chilled to 0°-5° C., then stored at -20° C. for about 16 hours. The product is collected, washed with cold (about -20° C.) specially denatured 3A anhydrous ethanol, then with anhydrous diethyl ether and dried under reduced pressure at 50°-55° C. to give 3.9 gm of m-AMSA D-galacturonate. The salt ob...